Dataset: the Open Reaction Database (ORD), a public repository of structured organic reaction records. Task: describe an organic reaction: reactants, conditions, products, and yield The reactants are S1C=C(C=C1)CO (3-thiophenemethanol), [H-].[Na+] (sodium hydride), ClC1=NC(=CC(=C1)N(C)C)Cl (2,6-dichloro-4-dimethylaminopyridine). The solvent is O1CCCC1 (tetrahydrofuran), O1CCCC1 (tetrahydrofuran). Product: ClC1=NC(=CC(=C1)N(C)C)OCC1=CSC=C1 (2-chloro-4-dimethylamino-6-(3-thienylmethyloxy)pyridine). RXN SMILES: [S:1]1[CH:5]=[CH:4][C:3]([CH2:6][OH:7])=[CH:2]1.[H-].[Na+].[Cl:10][C:11]1[CH:16]=[C:15]([N:17]([CH3:19])[CH3:18])[CH:14]=[C:13](Cl)[N:12]=1>O1CCCC1>[Cl:10][C:11]1[CH:16]=[C:15]([N:17]([CH3:19])[CH3:18])[CH:14]=[C:13]([O:7][CH2:6][C:3]2[CH:4]=[CH:5][S:1][CH:2]=2)[N:12]=1 |f:1.2|. Procedure details: To a solution of 3-thiophenemethanol (0.526 g, 0.0042×1.1 mol) in 10 ml of dry tetrahydrofuran, sodium hydride (0.335 g, (ca.60% in mineral oil), 0.0042×2.0 mol) was added. After the bubbling ceased, a solution of 2,6-dichloro-4-dimethylaminopyridine (0.8 g, 0.0042 mol) in 20 ml of dry tetrahydrofuran was added dropwise at room temperature. The reactants are Br.COC=1C=C2CCC3=C(N=C(S3)N)C2=CC1 (7-methoxy-4,5-dihydronaphtho(1,2-D)(1,3)thiazol-2-amine hydrobromide), BrC1=C(SC(=C1)Cl)S(=O)(=O)Cl (3-bromo-5-chlorothiophene-2-sulfonyl chloride). The product is BrC1=C(SC(=C1)Cl)S(=O)(=O)NC=1SC2=C(N1)C1=CC=C(C=C1CC2)OC (3-Bromo-5-chloro-N-(7-methoxy4,5-dihydronaphtho[1,2-d][1,3]thiazol-2-yl)-2-thiophenesulfonamide), solid. Reaction SMILES: Br.[CH3:2][O:3][C:4]1[CH:5]=[C:6]2[C:15](=[CH:16][CH:17]=1)[C:10]1[N:11]=[C:12]([NH2:14])[S:13][C:9]=1[CH2:8][CH2:7]2.[Br:18][C:19]1[CH:23]=[C:22]([Cl:24])[S:21][C:20]=1[S:25](Cl)(=[O:27])=[O:26]>>[Br:18][C:19]1[CH:23]=[C:22]([Cl:24])[S:21][C:20]=1[S:25]([NH:14][C:12]1[S:13][C:9]2[CH2:8][CH2:7][C:6]3[C:15](=[CH:16][CH:17]=[C:4]([O:3][CH3:2])[CH:5]=3)[C:10]=2[N:11]=1)(=[O:27])=[O:26] |f:0.1|. Reported procedure: The title compound was prepared 7-methoxy-4,5-dihydronaphtho(1,2-D)(1,3)thiazol-2-amine hydrobromide (85 mg) and 3-bromo-5-chlorothiophene-2-sulfonyl chloride (80 mg) as described in the synthetic METHOD B to give a white solid (17.8 mg) with purity >80%: MS (pos) m/z 491.3, 493.3. Starting materials: C(C)(C)(C)OC(=O)N1CCN(CC1)C1=NC=2N(C(NC(C2N1CC=C(C)C)=O)=O)C (4-[3-Methyl-7-(3-methylbut-2-enyl)-2,6-dioxo-2,3,6,7-tetrahydro-1H-purin-8-yl]piperazine-1-carboxylic acid tert-butyl ester), C([O-])([O-])=O.[K+].[K+] (potassium carbonate), BrCC(=O)OCC (ethyl bromoacetate). The solvent is C(C)(=O)OCC (ethyl acetate), CN(C=O)C (N,N-dimethylformamide). Run at time 8 hour. Product: C(C)(C)(C)OC(=O)N1CCN(CC1)C1=NC=2N(C(N(C(C2N1CC=C(C)C)=O)CC(=O)O)=O)C (4-[1-carboxymethyl-3-methyl-7-(3-methylbut-2-enyl)-2,6-dioxo-2,3,6,7-tetrahydro-1H-purin-8-yl]piperazine-1-carboxylic acid tert-butyl ester). RXN SMILES: [C:1]([O:5][C:6]([N:8]1[CH2:13][CH2:12][N:11]([C:14]2[N:22]([CH2:23][CH:24]=[C:25]([CH3:27])[CH3:26])[C:21]3[C:20](=[O:28])[NH:19][C:18](=[O:29])[N:17]([CH3:30])[C:16]=3[N:15]=2)[CH2:10][CH2:9]1)=[O:7])([CH3:4])([CH3:3])[CH3:2].C(=O)([O-])[O-].[K+].[K+].Br[CH2:38][C:39]([O:41]CC)=[O:40]>CN(C)C=O.C(OCC)(=O)C>[C:1]([O:5][C:6]([N:8]1[CH2:9][CH2:10][N:11]([C:14]2[N:22]([CH2:23][CH:24]=[C:25]([CH3:27])[CH3:26])[C:21]3[C:20](=[O:28])[N:19]([CH2:38][C:39]([OH:41])=[O:40])[C:18](=[O:29])[N:17]([CH3:30])[C:16]=3[N:15]=2)[CH2:12][CH2:13]1)=[O:7])([CH3:4])([CH3:3])[CH3:2] |f:1.2.3|. Procedure: 4-[3-Methyl-7-(3-methylbut-2-enyl)-2,6-dioxo-2,3,6,7-tetrahydro-1H-purin-8-yl]piperazine-1-carboxylic acid tert-butyl ester (70 mg) and potassium carbonate (28 mg) were dissolved in N,N-dimethylformamide (1.5 ml), and ethyl bromoacetate (22 μl) was added thereto. After stirring at room temperature overnight, the reaction mixture was diluted with ethyl acetate, and washed with water. The organic layer was concentrated by distillation, and ethanol (1.5 ml) and 2 N sodium hydroxide aqueous solution... The reactants are [OH-].[Li+] (Lithium hydroxide), Cl (hydrochloric acid), C1(CCCCC1)C(C=1SC(=CC1C)C1=CC=C(C=C1)C(F)(F)F)NC1=CC=C(C(=O)OC)C=C1 (methyl 4-[(cyclohexyl{3-methyl-5-[4-(trifluoromethyl)phenyl]thiophen-2-yl}methyl)amino]benzoate), O (water). The solvent is CO (methanol), O1CCCC1 (tetrahydrofuran). Run at temperature 70 celsius, time 3 hour. The product is C1(CCCCC1)C(C=1SC(=CC1C)C1=CC=C(C=C1)C(F)(F)F)NC1=CC=C(C(=O)O)C=C1 (4-[(cyclohexyl{3-methyl-5-[4-(trifluoromethyl)phenyl]thiophen-2-yl}methyl)amino]benzoic acid). Isolated yield 43.0%. RXN SMILES: [CH:1]1([CH:7]([NH:24][C:25]2[CH:34]=[CH:33][C:28]([C:29]([O:31]C)=[O:30])=[CH:27][CH:26]=2)[C:8]2[S:9][C:10]([C:14]3[CH:19]=[CH:18][C:17]([C:20]([F:23])([F:22])[F:21])=[CH:16][CH:15]=3)=[CH:11][C:12]=2[CH3:13])[CH2:6][CH2:5][CH2:4][CH2:3][CH2:2]1.[OH-].[Li+].O.Cl>CO.O1CCCC1>[CH:1]1([CH:7]([NH:24][C:25]2[CH:34]=[CH:33][C:28]([C:29]([OH:31])=[O:30])=[CH:27][CH:26]=2)[C:8]2[S:9][C:10]([C:14]3[CH:19]=[CH:18][C:17]([C:20]([F:22])([F:21])[F:23])=[CH:16][CH:15]=3)=[CH:11][C:12]=2[CH3:13])[CH2:6][CH2:5][CH2:4][CH2:3][CH2:2]1 |f:1.2|. Reported procedure: A mixture of 2-[chloro(cyclohexyl)methyl]-3-methyl-5-[4-(trifluoromethyl)phenyl]thiophene (1.3 g) obtained by the above-mentioned reaction, methyl 4-aminobenzoate (1.1 g), sodium carbonate (0.8 g) and sodium iodide (2.2 g) in N,N-dimethylacetamide (20 mL) was stirred overnight at 100° C. The reaction mixture was poured into water, and the mixture was extracted with ethyl acetate. The organic layer was washed with saturated brine, and dried over magnesium sulfate. The solvent was evaporated under...